Dataset: the Open Reaction Database (ORD), a public repository of structured organic reaction records. Task: describe an organic reaction: reactants, conditions, products, and yield As a reaction SMILES: [CH2:22]1[CH2:23][CH2:24][NH:25][CH2:26][CH2:27]1.[CH3:1][O:2][c:3]1[c:4]2[c:9]([cH:10][cH:11][cH:12]1)[C:8](=[O:13])[CH2:7][CH2:6][CH2:5]2.[CH3:28][C:29](=[O:30])[OH:31].[Cl:32][CH2:33][Cl:34].[n:14]1[cH:15][cH:16][c:17]([CH:20]=[O:21])[cH:18][cH:19]1>>[CH3:1][O:2][c:3]1[c:4]2[c:9]([cH:10][cH:11][cH:12]1)[C:8](=[O:13])[C:7](=[CH:20][c:17]1[cH:16][cH:15][n:14][cH:19][cH:18]1)[CH2:6][CH2:5]2. The product is COc1cccc2c1CCC(=Cc1ccncc1)C2=O. Reactants: C1CCNCC1, COc1cccc2c1CCCC2=O, CC(=O)O, ClCCl, O=Cc1ccncc1. Reactants: Cl.FC=1C=C(CN2N=CC(=C2)C2=CN(C3=NC=C(C=C32)C3=CC=C(C=C3)C3CCNCC3)S(=O)(=O)C3=CC=C(C)C=C3)C=CC1 (3-(1-(3-fluorobenzyl)-1H-pyrazol-4-yl)-5-(4-(piperidin-4-yl)phenyl)-1-tosyl-1H-pyrrolo[2,3-b]pyridine hydrochloride), N1=CC(=CC=C1)CN1N=CC(=C1)C1=CN(C2=NC=C(C=C21)C2=CC=C(C=C2)C2CCN(CC2)C(=O)OC(C)(C)C)S(=O)(=O)C2=CC=C(C)C=C2 (tert-butyl 4-(4-(3-(1-(pyridin-3-ylmethyl)-1H-pyrazol-4-yl)-1-tosyl-1H-pyrrolo[2,3-b]pyridin-5-yl)phenyl)piperidine-1-carboxylate), [OH-].[Li+] (lithium hydroxide). Solvent: C1CCOC1.CO.O (THF methanol water). Product: N1=CC(=CC=C1)CN1N=CC(=C1)C1=CNC2=NC=C(C=C21)C2=CC=C(C=C2)C2CCN(CC2)C(=O)OC(C)(C)C (tert-butyl 4-(4-(3-(1-(pyridin-3-ylmethyl)-1H-pyrazol-4-yl)-1H-pyrrolo[2,3-b]pyridin-5-yl)phenyl)piperidine-1-carboxylate). RXN SMILES: Cl.FC1C=C(C=CC=1)CN1C=C(C2C3C(=NC=C(C4C=CC(C5CCNCC5)=CC=4)C=3)N(S(C3C=CC(C)=CC=3)(=O)=O)C=2)C=N1.[N:46]1[CH:51]=[CH:50][CH:49]=[C:48]([CH2:52][N:53]2[CH:57]=[C:56]([C:58]3[C:66]4[C:61](=[N:62][CH:63]=[C:64]([C:67]5[CH:72]=[CH:71][C:70]([CH:73]6[CH2:78][CH2:77][N:76]([C:79]([O:81][C:82]([CH3:85])([CH3:84])[CH3:83])=[O:80])[CH2:75][CH2:74]6)=[CH:69][CH:68]=5)[CH:65]=4)[N:60](S(C4C=CC(C)=CC=4)(=O)=O)[CH:59]=3)[CH:55]=[N:54]2)[CH:47]=1.[OH-].[Li+]>C1COCC1.CO.O>[N:46]1[CH:51]=[CH:50][CH:49]=[C:48]([CH2:52][N:53]2[CH:57]=[C:56]([C:58]3[C:66]4[C:61](=[N:62][CH:63]=[C:64]([C:67]5[CH:68]=[CH:69][C:70]([CH:73]6[CH2:74][CH2:75][N:76]([C:79]([O:81][C:82]([CH3:85])([CH3:84])[CH3:83])=[O:80])[CH2:77][CH2:78]6)=[CH:71][CH:72]=5)[CH:65]=4)[NH:60][CH:59]=3)[CH:55]=[N:54]2)[CH:47]=1 |f:0.1,3.4,5.6.7|. Procedure: Using similar reaction conditions as described in step-iii of example-1, tert-butyl 4-(4-(3-(1-(pyridin-3-ylmethyl)-1H-pyrazol-4-yl)-1-tosyl-1H-pyrrolo[2,3-b]pyridin-5-yl)phenyl)piperidine-1-carboxylate (150 mg, 0.217 mmol) was hydrolyzed by lithium hydroxide (27 mg, 0.653 mmol) in THF/methanol/water (3/3/3 ml) to yield crude 120 mg (crude) of the titled compound. MS: m/z=532.9 (M+1).